Task: describe an organic reaction: reactants, conditions, products, and yield. Dataset: the Open Reaction Database (ORD), a public repository of structured organic reaction records Reactants: C(CCC)[Sn](CCCC)(CCCC)N=[N+]=[N-] (Tri-n-butyltin azide), COC1=CC(=CC=2C(C3=CC=CC(=C3C(C12)=O)OC)=O)C#N (9,10-dihydro-4,5-dimethoxy-9,10-dioxoanthracene-2-carbonitrile), C(C)(=O)OCC (ethyl acetate). The solvent is C(C)(=O)O (Acetic acid). Run at temperature 150 celsius, time 4 hour. Product: COC1=CC(=CC=2C(C3=CC=CC(=C3C(C12)=O)OC)=O)C1=NN=NN1 (5-(9,10-Dihydro-4,5-dimethoxy-9,10-dioxoanthracen-2-yl)tetrazole). Reaction SMILES: C([Sn]([N:14]=[N+:15]=[N-:16])(CCCC)CCCC)CCC.[CH3:17][O:18][C:19]1[C:32]2[C:31](=[O:33])[C:30]3[C:25](=[CH:26][CH:27]=[CH:28][C:29]=3[O:34][CH3:35])[C:24](=[O:36])[C:23]=2[CH:22]=[C:21]([C:37]#[N:38])[CH:20]=1.C(OCC)(=O)C>C(O)(=O)C>[CH3:17][O:18][C:19]1[C:32]2[C:31](=[O:33])[C:30]3[C:25](=[CH:26][CH:27]=[CH:28][C:29]=3[O:34][CH3:35])[C:24](=[O:36])[C:23]=2[CH:22]=[C:21]([C:37]2[NH:16][N:15]=[N:14][N:38]=2)[CH:20]=1. Procedure details: Tri-n-butyltin azide (100 ml) was added to 9,10-dihydro-4,5-dimethoxy-9,10-dioxoanthracene-2-carbonitrile (5.75 g) and heated and stirred at 150° C. for 4 hours, cooled to room temperature, poured into ethyl acetate (1000 ml). Acetic acid (10 cm3) was added and the solution allowed to stand 16 hours, the resultant precipitate was filtered to give the dimethoxyetrazole, m.p. 262°-264° C. Starting materials: COC(=N)N, CCO, COc1cc(C(=O)N(C)c2ccc(C)cc2OCCCCCC(=O)N2CCC(N(C)C)CC2)ccc1NC(=O)c1ccccc1OCCCN. Yields the product COc1cc(C(=O)N(C)c2ccc(C)cc2OCCCCCC(=O)N2CCC(N(C)C)CC2)ccc1NC(=O)c1ccccc1OCCCNC(=N)N. As a reaction SMILES: [CH3:51][O:52][C:53]([NH2:54])=[NH:55].[CH3:56][CH2:57][OH:58].[NH2:1][CH2:2][CH2:3][CH2:4][O:5][c:6]1[c:7]([C:8](=[O:9])[NH:10][c:11]2[c:12]([O:45][CH3:46])[cH:13][c:14]([C:15](=[O:16])[N:17]([c:18]3[c:19]([O:25][CH2:26][CH2:27][CH2:28][CH2:29][CH2:30][C:31](=[O:32])[N:33]4[CH2:34][CH2:35][CH:36]([N:39]([CH3:40])[CH3:41])[CH2:37][CH2:38]4)[cH:20][c:21]([CH3:24])[cH:22][cH:23]3)[CH3:42])[cH:43][cH:44]2)[cH:47][cH:48][cH:49][cH:50]1>>[NH:1]([CH2:2][CH2:3][CH2:4][O:5][c:6]1[c:7]([C:8](=[O:9])[NH:10][c:11]2[c:12]([O:45][CH3:46])[cH:13][c:14]([C:15](=[O:16])[N:17]([c:18]3[c:19]([O:25][CH2:26][CH2:27][CH2:28][CH2:29][CH2:30][C:31](=[O:32])[N:33]4[CH2:34][CH2:35][CH:36]([N:39]([CH3:40])[CH3:41])[CH2:37][CH2:38]4)[cH:20][c:21]([CH3:24])[cH:22][cH:23]3)[CH3:42])[cH:43][cH:44]2)[cH:47][cH:48][cH:49][cH:50]1)[C:53](=[NH:54])[NH2:55]. Starting materials: ClC=1C=C(CNC=2C3=C(N=C(N2)CCC(=O)O)SC2=C3CCCC2)C=CC1OC (3-[4-(3-chloro-4-methoxybenzylamino)-5,6,7,8-tetrahydro [1]benzothieno-[2,3-d]pyrimidine-2-yl]propionic acid), S(=O)(Cl)Cl (thionyl chloride). The solvent is ClCCl (dichloromethane). The product is ClC=1C=C(CNC=2C3=C(N=C(N2)CCC(=O)Cl)SC2=C3CCCC2)C=CC1OC (3-[4-(3-chloro-4-methoxybenzylamino)-5,6,7,8-tetrahydro[1]benzothieno[2,3-d]pyrimidine-2-yl]propionyl chloride). RXN SMILES: [Cl:1][C:2]1[CH:3]=[C:4]([CH:25]=[CH:26][C:27]=1[O:28][CH3:29])[CH2:5][NH:6][C:7]1[C:8]2[C:20]3[CH2:21][CH2:22][CH2:23][CH2:24][C:19]=3[S:18][C:9]=2[N:10]=[C:11]([CH2:13][CH2:14][C:15](O)=[O:16])[N:12]=1.S(Cl)([Cl:32])=O>ClCCl>[Cl:1][C:2]1[CH:3]=[C:4]([CH:25]=[CH:26][C:27]=1[O:28][CH3:29])[CH2:5][NH:6][C:7]1[C:8]2[C:20]3[CH2:21][CH2:22][CH2:23][CH2:24][C:19]=3[S:18][C:9]=2[N:10]=[C:11]([CH2:13][CH2:14][C:15]([Cl:32])=[O:16])[N:12]=1. Procedure details: 1 equivalent of 3-[4-(3-chloro-4-methoxybenzylamino)-5,6,7,8-tetrahydro [1]benzothieno-[2,3-d]pyrimidine-2-yl]propionic acid and 1.2 equivalents of thionyl chloride are stirred in dichloromethane for 2 hours. The solvent is removed and 3-[4-(3-chloro-4-methoxybenzylamino)-5,6,7,8-tetrahydro[1]benzothieno[2,3-d]pyrimidine-2-yl]propionyl chloride is obtained. This is transferred to aqueous ammonia, the mixture is stirred for one hour and, after customary working up, 3-[4-(3-chloro-4-methoxybenzyla... The reactants are Intermediate 44, FC(C(=O)O)(F)F.COC=1N=C2N=C(NC(=C2N1)N)O[C@H](CCCC)C (8-(methyloxy)-2-{[(1S)-1-methylpentyl]oxy}-1H-purin-6-amine trifluoroacetate), BrCCCCCl (1-bromo-4-chlorobutane). Product: ClCCCCN1C2=NC(=NC(=C2N=C1OC)N)O[C@H](CCCC)C (9-(4-Chlorobutyl)-8-(methyloxy)-2-{[(1S)-1-methylpentyl]oxy}-9H-purin-6-amine). RXN SMILES: FC(F)(F)C(O)=O.[CH3:8][O:9][C:10]1[N:11]=[C:12]2[C:17]([N:18]=1)=[C:16]([NH2:19])[NH:15][C:14]([O:20][C@@H:21]([CH3:26])[CH2:22][CH2:23][CH2:24][CH3:25])=[N:13]2.Br[CH2:28][CH2:29][CH2:30][CH2:31][Cl:32]>>[Cl:32][CH2:31][CH2:30][CH2:29][CH2:28][N:11]1[C:10]([O:9][CH3:8])=[N:18][C:17]2[C:12]1=[N:13][C:14]([O:20][C@@H:21]([CH3:26])[CH2:22][CH2:23][CH2:24][CH3:25])=[N:15][C:16]=2[NH2:19] |f:0.1|. Procedure: Prepared similarly to Intermediate 44 from 8-(methyloxy)-2-{[(1S)-1-methylpentyl]oxy}-1H-purin-6-amine trifluoroacetate and 1-bromo-4-chlorobutane.